Dataset: the Open Reaction Database (ORD), a public repository of structured organic reaction records. Task: describe an organic reaction: reactants, conditions, products, and yield Yields the product OCC1COC(C(Cl)Cl)O1. RXN SMILES: [CH3:13][C:14](=[O:15])[OH:16].[Cl:1][C:2]([CH:3]1[O:4][CH2:5][CH:6]([CH2:8][OH:9])[O:7]1)([Cl:10])[Cl:11].[Zn:12]>>[Cl:1][CH:2]([CH:3]1[O:4][CH2:5][CH:6]([CH2:8][OH:9])[O:7]1)[Cl:10]. Reactants: CC(=O)O, OCC1COC(C(Cl)(Cl)Cl)O1, [Zn].